Dataset: the Open Reaction Database (ORD), a public repository of structured organic reaction records. Task: describe an organic reaction: reactants, conditions, products, and yield Reactants: CN1CCOCC1 (N-methylmorpholine), C(CCC)Br (n-butyl bromide). The solvent is C(C)C(=O)C (methyl ethyl ketone). Yields the product [Br-].C(CCC)[N+]1(CCOCC1)C (N-Butyl-N-methylmorpholinium bromide). The yield is 23.0%. Reaction SMILES: [CH3:1][N:2]1[CH2:7][CH2:6][O:5][CH2:4][CH2:3]1.[CH2:8]([Br:12])[CH2:9][CH2:10][CH3:11]>C(C(C)=O)C>[Br-:12].[CH2:8]([N+:2]1([CH3:1])[CH2:7][CH2:6][O:5][CH2:4][CH2:3]1)[CH2:9][CH2:10][CH3:11] |f:3.4|. Reported procedure: A sulfonating flask (250 ml) fitted with stirrer, drip funnel and reflux condenser is charged with 22.3 ml (0.2 mol) of N-methylmorpholine and 80 ml of methyl ethyl ketone (MEK), and then 21.4 ml (0.2 mol) of n-butyl bromide are added dropwise over 20 minutes. After initial turbidity under reflux conditions (ca. 80° C.), the reaction mixture becomes more dense and turns an orange-brown colour. After a reaction time of 7 hours, the crystalline slurry is filtered with suction and the filter residu... Starting materials: C1(CC1)CN1N=C(C=C(C1=O)C(=O)OCC)C1=CC=C(C=C1)OC (2-cyclopropylmethyl-4-ethoxycarbonyl-6-(4-methoxyphenyl)-2H-pyridazin-3-one), NCC1=NC=CC=C1 (2-(aminomethyl)pyridine). The solvent is C=1(C(=CC=CC1)C)C (xylene). The product is C1(CC1)CN1N=C(C=C(C1=O)C(NCC1=NC=CC=C1)=O)C1=CC=C(C=C1)OC (2-Cyclopropylmethyl-6-(4-methoxyphenyl)-4-(2-pyridylmethyl)carbamoyl-2H-pyridazin-3-one). Isolated yield 84.2%. As a reaction SMILES: [CH:1]1([CH2:4][N:5]2[C:10](=[O:11])[C:9]([C:12]([O:14]CC)=O)=[CH:8][C:7]([C:17]3[CH:22]=[CH:21][C:20]([O:23][CH3:24])=[CH:19][CH:18]=3)=[N:6]2)[CH2:3][CH2:2]1.[NH2:25][CH2:26][C:27]1[CH:32]=[CH:31][CH:30]=[CH:29][N:28]=1>C1(C)C(C)=CC=CC=1>[CH:1]1([CH2:4][N:5]2[C:10](=[O:11])[C:9]([C:12](=[O:14])[NH:25][CH2:26][C:27]3[CH:32]=[CH:31][CH:30]=[CH:29][N:28]=3)=[CH:8][C:7]([C:17]3[CH:18]=[CH:19][C:20]([O:23][CH3:24])=[CH:21][CH:22]=3)=[N:6]2)[CH2:2][CH2:3]1. Procedure: In xylene, 2-cyclopropylmethyl-4-ethoxycarbonyl-6-(4-methoxyphenyl)-2H-pyridazin-3-one and 2-(aminomethyl)pyridine were reacted at 140° C. for 1 hour. Post-treatments were conducted as in Example 58-(3), whereby the title compound was obtained in a yield of 84.2%. Starting materials: CON(C([C@@H]([C@H]([C@@H](C(COCC1=CC=C(C=C1)OC)(COCC1=CC=C(C=C1)OC)O)OCC1=CC=CC=C1)OCC1=CC=CC=C1)OCC1=CC=CC=C1)=O)C ((2R,3S,4S)-2,3,4-tris-benzyloxy-5-hydroxy-6-(4-methoxy-benzyloxy)-5-(4-methoxy-benzyloxymethyl)-hexanoic acid methoxy-methyl-amide), O1CCCC1 (tetrahydrofuran), C(CCC)[Li] (n-Butyl lithium), O=O (oxygen), [Al] (aluminum), BrC1=CC(=C(C=C1)Cl)CC1=CC=C(C=C1)OC (4-bromo-1-chloro-2-(4-methoxy-benzyl)-benzene), O1CCCC1 (tetrahydrofuran). The solvent is C(C)OCC (Diethyl ether). Reaction conditions: temperature -20 celsius. The product is C(C1=CC=CC=C1)OC1C(OC([C@H]([C@@H]1OCC1=CC=CC=C1)OCC1=CC=CC=C1)(COCC1=CC=C(C=C1)OC)COCC1=CC=C(C=C1)OC)(O)C1=CC(=C(C=C1)Cl)CC1=CC=C(C=C1)OC ((4S,5S)-3,4,5-tris-benzyloxy-2-[4-chloro-3-(4-methoxy-benzyl)-phenyl]-6,6-bis-(4-methoxy-benzyloxymethyl)-tetrahydro-pyran-2-ol). Yield: 71.0%. As a reaction SMILES: [CH2:1]([Li])[CH2:2][CH2:3][CH3:4].O=O.Br[C:9]1[CH:14]=[CH:13][C:12]([Cl:15])=[C:11]([CH2:16][C:17]2[CH:22]=[CH:21][C:20]([O:23][CH3:24])=[CH:19][CH:18]=2)[CH:10]=1.CON(C)[C:28](=[O:80])[C@H:29]([O:72]CC1C=CC=CC=1)[C@@H:30]([O:64][CH2:65][C:66]1[CH:71]=[CH:70][CH:69]=[CH:68][CH:67]=1)[C@H:31]([O:56][CH2:57][C:58]1[CH:63]=[CH:62][CH:61]=[CH:60][CH:59]=1)[C:32]([OH:55])([CH2:44][O:45][CH2:46][C:47]1[CH:52]=[CH:51][C:50]([O:53][CH3:54])=[CH:49][CH:48]=1)[CH2:33][O:34][CH2:35][C:36]1[CH:41]=[CH:40][C:39]([O:42][CH3:43])=[CH:38][CH:37]=1.[Al].O1C[CH2:86][CH2:85][CH2:84]1>C(OCC)C>[CH2:1]([O:72][CH:29]1[C@@H:30]([O:64][CH2:65][C:66]2[CH:67]=[CH:68][CH:69]=[CH:70][CH:71]=2)[C@H:31]([O:56][CH2:57][C:58]2[CH:63]=[CH:62][CH:61]=[CH:60][CH:59]=2)[C:32]([CH2:44][O:45][CH2:46][C:47]2[CH:48]=[CH:49][C:50]([O:53][CH3:54])=[CH:51][CH:52]=2)([CH2:33][O:34][CH2:35][C:36]2[CH:37]=[CH:38][C:39]([O:42][CH3:43])=[CH:40][CH:41]=2)[O:55][C:28]1([C:9]1[CH:14]=[CH:13][C:12]([Cl:15])=[C:11]([CH2:16][C:17]2[CH:22]=[CH:21][C:20]([O:23][CH3:24])=[CH:19][CH:18]=2)[CH:10]=1)[OH:80])[C:2]1[CH:86]=[CH:85][CH:84]=[CH:4][CH:3]=1. Procedure: n-Butyl lithium (0.97 mL, 2.5 M/hexanes, 3.15 equivalents) was added dropwise (1 drop every 5 seconds) to an oxygen degassed solution (placed in a pre dried Biotage™ microwave vial 10-20 mL sealed with its cap and placed under a positive stream of nitrogen gas) of 4-bromo-1-chloro-2-(4-methoxy-benzyl)-benzene (725 mg, 2.95 equivalents) in anhydrous tetrahydrofuran (2.7 mL) at −78° C. and the resulting solution was stirred at this temperature for an additional hour. A solution of (2R,3S,4S)-2,3,4... Reactants: C1CCOC1, C1CCCCC1, CC12C=CCC1C1CCC3CC(=O)CCC3(C)C1CC2, CCO, O, OO. As a reaction SMILES: [CH2:27]1[O:28][CH2:29][CH2:30][CH2:31]1.[CH2:32]1[CH2:33][CH2:34][CH2:35][CH2:36][CH2:37]1.[CH3:1][C:2]12[CH:3]=[CH:4][CH2:5][CH:6]1[CH:7]1[CH2:8][CH2:9][CH:10]3[CH2:11][C:12](=[O:20])[CH2:13][CH2:14][C:15]3([CH3:16])[CH:17]1[CH2:18][CH2:19]2.[CH3:22][CH2:23][OH:24].[OH2:21].[OH:25][OH:26]>>[CH3:1][C:2]12[CH:3]=[CH:4][CH2:5][CH:6]1[CH:7]1[CH2:8][CH2:9][CH:10]3[CH2:11][CH:12]([OH:20])[CH2:13][CH2:14][C:15]3([CH3:16])[CH:17]1[CH2:18][CH2:19]2. Yields the product CC12C=CCC1C1CCC3CC(O)CCC3(C)C1CC2. Starting materials: COC1=CC=CC2=C1OC1C23CCN(C(C32CCC1CC2)=O)C (9-methoxy-3-methyl-1,2,5,6,7,7a-hexahydro-4a,7-ethanobenzofuro[3,2-e]isoquinolin-4(3H)-one), B.CSC (borane methyl sulfide), Cl (hydrochloric acid). Run in O1CCCC1 (tetrahydrofuran). The product is COC1=CC=CC2=C1OC1C23CCN(CC32CCC1CC2)C (9-methoxy-3-methyl-1,2,3,4,5,6,7,7a-octahydro-4a,7-ethanobenzofuro[3,2-e]isoquinoline). RXN SMILES: [CH3:1][O:2][C:3]1[C:8]2[O:9][CH:10]3[CH:19]4[CH2:20][CH2:21][C:16]5([CH2:17][CH2:18]4)[C:11]3([CH2:12][CH2:13][N:14]([CH3:23])[C:15]5=O)[C:7]=2[CH:6]=[CH:5][CH:4]=1.B.CSC.Cl>O1CCCC1>[CH3:1][O:2][C:3]1[C:8]2[O:9][CH:10]3[CH:19]4[CH2:20][CH2:21][C:16]5([CH2:17][CH2:18]4)[C:11]3([CH2:12][CH2:13][N:14]([CH3:23])[CH2:15]5)[C:7]=2[CH:6]=[CH:5][CH:4]=1 |f:1.2|. Reported procedure: The 9-methoxy-3-methyl-1,2,5,6,7,7a-hexahydro-4a,7-ethanobenzofuro[3,2-e]isoquinolin-4(3H)-one (V; R1 =Me, R2 =OMe, R3 =H) so obtained was heated under reflux with 0.7 mL of borane-methyl sulfide in tetrahydrofuran overnight. Conc. hydrochloric acid was added, the tetrahydrofuran was removed, and the residue was heated under reflux with 7 mL of acetic acid and 3 mL of conc. hydrochloric acid for two hours. The solvents were removed, water and toluene were added, and the aqueous layer was made ba... Starting materials: ClCC=1N=C(OC1)C=CC1=CC=C(C=C1)OC (4-Chloromethyl-2-[2-(4-methoxyphenyl)-vinyl]-oxazole), N1(N=NC=C1)CCCCC1=CC=C(C=C1)O (4-(4-[1,2,3]Triazol-1-yl-butyl)-phenol), [I-].[K+] (potassium iodide), C[O-].[Na+] (sodium methylate). Solvent: CO (methanol). Product: COC1=CC=C(C=C1)C=CC=1OC=C(N1)COC1=CC=C(C=C1)CCCCN1N=NC=C1 (1-[4-(4-{2-[2-(4-Methoxy-phenyl)-vinyl]-oxazol-4-ylmethoxy}-phenyl)-butyl]-1H-[1,2,3]triazole). As a reaction SMILES: Cl[CH2:2][C:3]1[N:4]=[C:5]([CH:8]=[CH:9][C:10]2[CH:15]=[CH:14][C:13]([O:16][CH3:17])=[CH:12][CH:11]=2)[O:6][CH:7]=1.[N:18]1([CH2:23][CH2:24][CH2:25][CH2:26][C:27]2[CH:32]=[CH:31][C:30]([OH:33])=[CH:29][CH:28]=2)[CH:22]=[CH:21][N:20]=[N:19]1.[I-].[K+].C[O-].[Na+]>CO>[CH3:17][O:16][C:13]1[CH:14]=[CH:15][C:10]([CH:9]=[CH:8][C:5]2[O:6][CH:7]=[C:3]([CH2:2][O:33][C:30]3[CH:31]=[CH:32][C:27]([CH2:26][CH2:25][CH2:24][CH2:23][N:18]4[CH:22]=[CH:21][N:20]=[N:19]4)=[CH:28][CH:29]=3)[N:4]=2)=[CH:11][CH:12]=1 |f:2.3,4.5|. Procedure: MS: M=250.2 (API+). 1H-NMR(400 MHz, D6-DMSO): δ=3.80(s, 3H, OCH3), 4.69(s, 2H, CH2Cl), 6.98(d, 2H, Ar—H), 7.00(d, 1H, ═CH), 7.49(d, 1H, ═CH), 7.67(d, 2H, Ar—H), 8.13(s, 1H, oxazole). 0.250 g (1.00 mmol) 4-Chloromethyl-2-[2-(4-methoxyphenyl)-vinyl]-oxazole, 0.217 g 1.00 mmol) 4-(4-[1,2,3]Triazol-1-yl-butyl)-phenol, 0.166 g (1.00 mmol) potassium iodide and 0.191 ml (1.00 mmol) of a 30% sodium methylate solution were added to 50.0 ml methanol and heated to reflux for 8 h. After removal of solvent, ...